This data is from the Open Reaction Database (ORD), a public repository of structured organic reaction records. The task is: describe an organic reaction: reactants, conditions, products, and yield Starting materials: ClS(=O)(=O)C=1C=C(C(=O)OC)C=CC1OC1CC1 (methyl 3-chlorosulfonyl-4-(cyclopropoxy)benzoate), O1CCNCC(C1)O (1,4-oxazepan-6-ol), TEA. The solvent is CC#N (MeCN). Conditions: temperature 28 celsius. Yields the product desired compound, C1(CC1)OC1=C(C=C(C(=O)OC)C=C1)S(=O)(=O)N1CCOCC(C1)O (methyl 4-(cyclopropoxy)-3-[(6-hydroxy-1,4-oxazepan-4-yl)sulfonyl]benzoate). The yield is 57.8%. RXN SMILES: Cl[S:2]([C:5]1[CH:6]=[C:7]([CH:12]=[CH:13][C:14]=1[O:15][CH:16]1[CH2:18][CH2:17]1)[C:8]([O:10][CH3:11])=[O:9])(=[O:4])=[O:3].[O:19]1[CH2:25][CH:24]([OH:26])[CH2:23][NH:22][CH2:21][CH2:20]1>CC#N>[CH:16]1([O:15][C:14]2[CH:13]=[CH:12][C:7]([C:8]([O:10][CH3:11])=[O:9])=[CH:6][C:5]=2[S:2]([N:22]2[CH2:23][CH:24]([OH:26])[CH2:25][O:19][CH2:20][CH2:21]2)(=[O:4])=[O:3])[CH2:18][CH2:17]1. Reported procedure: To a solution of methyl 3-chlorosulfonyl-4-(cyclopropoxy)benzoate (840.00 mg, crude, 2.89 mmol, 1.00 eq) in MeCN (10.00 mL) were added 1,4-oxazepan-6-ol (338.49 mg, 2.89 mmol, 1.00 eq) and TEA (584.88 mg, 5.78 mmol, 2.00 eq). The resulting mixture was stirred at 28° C. until the starting material was consumed. The solvent was removed and the residue was purified by chromatography (silica gel, eluting with PE:EA=3:1) to give desired compound methyl 4-(cyclopropoxy)-3-[(6-hydroxy-1,4-oxazepan-4-yl... Starting materials: CCOC(C)=O, O=C(O)c1cc(NCC2CCCCC2)ncn1, Nc1ccc(O)cc1. RXN SMILES: [CH3:26][CH2:27][O:28][C:29]([CH3:30])=[O:31].[CH:1]1([CH2:7][NH:8][c:9]2[cH:10][c:11]([C:15](=[O:16])[OH:17])[n:12][cH:13][n:14]2)[CH2:2][CH2:3][CH2:4][CH2:5][CH2:6]1.[NH2:18][c:19]1[cH:20][cH:21][c:22]([OH:25])[cH:23][cH:24]1>>[CH:1]1([CH2:7][NH:8][c:9]2[cH:10][c:11]([C:15](=[O:17])[NH:18][c:19]3[cH:20][cH:21][c:22]([OH:25])[cH:23][cH:24]3)[n:12][cH:13][n:14]2)[CH2:2][CH2:3][CH2:4][CH2:5][CH2:6]1. The product is O=C(Nc1ccc(O)cc1)c1cc(NCC2CCCCC2)ncn1. Starting materials: C1CCOC1, CI, [H-], [Na+], OC1(C=CCOC2CCCCO2)CCOCC1. Product: COC1(C=CCOC2CCCCO2)CCOCC1. As a reaction SMILES: [CH2:22]1[O:23][CH2:24][CH2:25][CH2:26]1.[CH3:20][I:21].[H-:19].[Na+:18].[OH:1][C:2]1([CH:8]=[CH:9][CH2:10][O:11][CH:12]2[O:13][CH2:14][CH2:15][CH2:16][CH2:17]2)[CH2:3][CH2:4][O:5][CH2:6][CH2:7]1>>[O:1]([C:2]1([CH:8]=[CH:9][CH2:10][O:11][CH:12]2[O:13][CH2:14][CH2:15][CH2:16][CH2:17]2)[CH2:3][CH2:4][O:5][CH2:6][CH2:7]1)[CH3:20]. The reactants are Example 5 ( 25 ), ICCCNC(OC(C)(C)C)=O (tert-butyl N-(3-iodopropyl)-carbamate), FC(C1=C2C=C(NC2=CC=C1)C(=O)OCC)(F)F (ethyl 4-trifluoromethyl-2-indolecarboxylate), [H-].[Na+] (sodium hydride). The solvent is CN(C=O)C (dimethylformamide). Yields the product C(C)(C)(C)OC(=O)C(CCN1C(=CC2=C(C=CC=C12)C(F)(F)F)C(=O)OCC)N (Ethyl 1-(3-tert-butoxycarbonyl-aminopropyl)-4-trifluoromethyl-2-indolecarboxylate). Reaction SMILES: [F:1][C:2]([F:18])([F:17])[C:3]1[CH:11]=[CH:10][CH:9]=[C:8]2[C:4]=1[CH:5]=[C:6]([C:12]([O:14][CH2:15][CH3:16])=[O:13])[NH:7]2.[H-].[Na+].ICCCN[C:26](=[O:32])[O:27][C:28]([CH3:31])([CH3:30])[CH3:29]>CN(C)C=O>[C:28]([O:27][C:26]([CH:6]([NH2:7])[CH2:5][CH2:4][N:7]1[C:8]2[C:4](=[C:3]([C:2]([F:1])([F:17])[F:18])[CH:11]=[CH:10][CH:9]=2)[CH:5]=[C:6]1[C:12]([O:14][CH2:15][CH3:16])=[O:13])=[O:32])([CH3:29])([CH3:30])[CH3:31] |f:1.2|. Procedure: The reaction was carried out in a manner similar to Reference Example 5 (25) except for using 2.60 g (10.11 mmol) of ethyl 4-trifluoromethyl-2-indolecarboxylate, 0.445 g (11.12 mmol) of 60% sodium hydride, 4.32 g (15.17 mmol) of tert-butyl N-(3-iodopropyl)-carbamate and 100 ml of dimethylformamide. Ethyl 1-(3-tert-butoxycarbonyl-aminopropyl)-4-trifluoromethyl-2-indolecarboxylate was thus obtained in an amount of 2.81 g (67.1%). The reactants are NC(C(=O)O)CC1=CC(=C(C=C1)O)O (2-amino-3-(3,4-dihydroxyphenyl)propanoic acid), C(C1=CC=CC=C1)(=O)Cl (benzoyl chloride), Cl (hydrochloric acid). The solvent is [OH-].[Na+] (NaOH), [OH-].[Na+] (NaOH). Conditions: temperature 0 celsius, time 3 hour. The product is C(C1=CC=CC=C1)(=O)NC(C(=O)O)CC1=CC(=C(C=C1)OC(C1=CC=CC=C1)=O)OC(C1=CC=CC=C1)=O (2-(benzoylamino)-3-(3,4-dibenzoyloxyphenyl)propanoic acid). As a reaction SMILES: [NH2:1][CH:2]([CH2:6][C:7]1[CH:12]=[CH:11][C:10]([OH:13])=[C:9]([OH:14])[CH:8]=1)[C:3]([OH:5])=[O:4].[C:15](Cl)(=[O:22])[C:16]1[CH:21]=[CH:20][CH:19]=[CH:18][CH:17]=1.Cl>[OH-].[Na+]>[C:15]([NH:1][CH:2]([CH2:6][C:7]1[CH:12]=[CH:11][C:10]([O:13][C:15](=[O:22])[C:16]2[CH:21]=[CH:20][CH:19]=[CH:18][CH:17]=2)=[C:9]([O:14][C:15](=[O:22])[C:16]2[CH:21]=[CH:20][CH:19]=[CH:18][CH:17]=2)[CH:8]=1)[C:3]([OH:5])=[O:4])(=[O:22])[C:16]1[CH:21]=[CH:20][CH:19]=[CH:18][CH:17]=1 |f:3.4|. Reported procedure: In 25 ml of 0.1N NaOH, was dissolved 2 g of 2-amino-3-(3,4-dihydroxyphenyl)propanoic acid. To the resulting solution, 3.8 ml of benzoyl chloride was added dropwise. The reaction mixture was maintained at a temperature of 0° C. for the duration of the reaction. The pH was maintained in a range of approximately by the addition of 0.2N NaOH. After about 3 hours, the reaction mixture was acidified with concentrated hydrochloric acid. The precipitate was removed by filtration and taken up in boiling ...